Dataset: the Open Reaction Database (ORD), a public repository of structured organic reaction records. Task: describe an organic reaction: reactants, conditions, products, and yield Reactants: CO, COc1ccc(N2CCOCC2)c2sc(NC(=O)c3ccc(Cl)nc3)nc12, [H-], [Na+], C1COCCO1, CN(C)C=O. The product is COc1ccc(C(=O)Nc2nc3c(OC)ccc(N4CCOCC4)c3s2)cn1. Reaction SMILES: [CH3:30][OH:31].[Cl:1][c:2]1[n:3][cH:4][c:5]([C:6](=[O:7])[NH:8][c:9]2[s:10][c:11]3[c:12]([n:13]2)[c:14]([O:24][CH3:25])[cH:15][cH:16][c:17]3[N:18]2[CH2:19][CH2:20][O:21][CH2:22][CH2:23]2)[cH:26][cH:27]1.[H-:28].[Na+:29].[O:32]1[CH2:33][CH2:34][O:35][CH2:36][CH2:37]1.[O:38]=[CH:39][N:40]([CH3:41])[CH3:42]>>[c:2]1([O:31][CH3:30])[n:3][cH:4][c:5]([C:6](=[O:7])[NH:8][c:9]2[s:10][c:11]3[c:12]([n:13]2)[c:14]([O:24][CH3:25])[cH:15][cH:16][c:17]3[N:18]2[CH2:19][CH2:20][O:21][CH2:22][CH2:23]2)[cH:26][cH:27]1. Reactants: [N+](=O)([O-])C=1C=C(CN2CCCCC2)C=CC1 (1-(3-nitrobenzyl)piperidine). The solvent is C(C)O (ethanol). Reaction conditions: time 24 hour. Yields the product NC=1C=C(CN2CCCCC2)C=CC1 (1-(3-aminobenzyl)piperidine). The yield is 56.8%. Reaction SMILES: [N+:1]([C:4]1[CH:5]=[C:6]([CH:14]=[CH:15][CH:16]=1)[CH2:7][N:8]1[CH2:13][CH2:12][CH2:11][CH2:10][CH2:9]1)([O-])=O>C(O)C>[NH2:1][C:4]1[CH:5]=[C:6]([CH:14]=[CH:15][CH:16]=1)[CH2:7][N:8]1[CH2:9][CH2:10][CH2:11][CH2:12][CH2:13]1. Procedure: In ethanol (100 ml) was dissolved 1-(3-nitrobenzyl)piperidine (32.2 g), and to the mixture was added dried 10% palladium on carbon (1.61 g). Under hydrogen atmosphere, the mixture was stirred at room temperature under atmospheric pressure for 24 hours. The palladium was filtered off, and the filtrate was concentrated. The residue was recrystallized from diisopropylether-hexane to give 1-(3-aminobenzyl)piperidine (15.8 g) as colorless crystals. The reactants are NN (hydrazine), C1CCOC1 (THF), C(C(C)C)C=1C=C(C(=O)O)C=C(N1)C (2-isobutyl-6-methyl-isonicotinic acid), CCN(C(C)C)C(C)C (DIPEA), CN(C)C(=[N+](C)C)ON1C2=C(C=CC=C2)N=N1.[B-](F)(F)(F)F (TBTU). Solvent: CCOCC (ether), CN(C)C=O (DMF). Reaction conditions: time 2 hour. The product is C(C(C)C)C=1C=C(C(=O)NN)C=C(N1)C (2-isobutyl-6-methyl-isonicotinic acid hydrazide). The yield is 49.7%. RXN SMILES: [CH2:1]([C:5]1[CH:6]=[C:7]([CH:11]=[C:12]([CH3:14])[N:13]=1)[C:8](O)=[O:9])[CH:2]([CH3:4])[CH3:3].CCN(C(C)C)C(C)C.CN(C(O[N:32]1[N:40]=NC2C=CC=CC1=2)=[N+](C)C)C.[B-](F)(F)(F)F.NN.C1COCC1>CN(C=O)C.CCOCC>[CH2:1]([C:5]1[CH:6]=[C:7]([CH:11]=[C:12]([CH3:14])[N:13]=1)[C:8]([NH:32][NH2:40])=[O:9])[CH:2]([CH3:4])[CH3:3] |f:2.3|. Procedure: To a solution of 2-isobutyl-6-methyl-isonicotinic acid (83 mg, 0.359 mmol) and DIPEA (186 mg, 1.44 mmol) in DMF (6 mL) is added TBTU (127 mg, 0.395 mmol) at rt. The mixture is stirred for 45 min before 1 M hydrazine in THF (1.44 mL, 1.44 mmol) is added and stirring is continued for 2 h. The mixture is diluted with ether (200 mL) and washed with 1M aq. HCl (3×5 mL), 1M aq. NaOH (3×5 mL) and brine (5 mL). The org. phase is separated, dried over MgSO4, filtered and evaporated. The crude product is ... The reactants are ClC1=CC=C(C=C1)C=1NC=CC1S(=O)(=O)C(F)(F)F (2-(p-chlorophenyl)-3-[(trifluoromethyl)sulfonyl]pyrrole), S(=O)(Cl)Cl (thionyl chloride), O (water). The solvent is C(C)(=O)O (acetic acid), C(C)(=O)OCC (ethyl acetate). Conditions: time 30 minute. The product is ethyl acetate hexanes, ClC1=CC(=C(N1)C1=CC=C(C=C1)Cl)S(=O)(=O)C(F)(F)F (5-Chloro-2-(p-chlorophenyl)-3-[(trifluoromethyl)sulfonyl]pyrrole). Yield: 38.7%. As a reaction SMILES: [Cl:1][C:2]1[CH:7]=[CH:6][C:5]([C:8]2[NH:9][CH:10]=[CH:11][C:12]=2[S:13]([C:16]([F:19])([F:18])[F:17])(=[O:15])=[O:14])=[CH:4][CH:3]=1.S(Cl)([Cl:22])=O.O>C(O)(=O)C.C(OCC)(=O)C>[Cl:22][C:10]1[NH:9][C:8]([C:5]2[CH:4]=[CH:3][C:2]([Cl:1])=[CH:7][CH:6]=2)=[C:12]([S:13]([C:16]([F:17])([F:19])[F:18])(=[O:14])=[O:15])[CH:11]=1. Reported procedure: A solution of 2-(p-chlorophenyl)-3-[(trifluoromethyl)sulfonyl]pyrrole (1.0 g, 0.00323 mol) in acetic acid is treated with thionyl chloride (0.43 g, 0.00323 mol), stirred for 30 minutes, poured into water and decanted to obtain a residue. The residue is dissolved in ethyl acetate and the organic solution is washed with brine, dried over anhydrous magnesium sulfate and concentrated in vacuo to obtain a dark syrup. Flash chromatography of the syrup using silica gel and a 1:5 ethyl acetate/hexanes s...